Dataset: the Open Reaction Database (ORD), a public repository of structured organic reaction records. Task: describe an organic reaction: reactants, conditions, products, and yield Starting materials: ClC1=CC=C(C(=O)NNC(C2=CC(=C(C=C2)C)O)=O)C=C1 (3-hydroxy-4-methyl-benzoic acid N′-(4-chloro-benzoyl)-hydrazide), C(C)(C)N(CC)C(C)C (diisopropylethylamine), C1(=CC=CC=C1)P(C1=CC=CC=C1)C1=CC=CC=C1 (triphenylphosphine), ClC(C(Cl)(Cl)Cl)(Cl)Cl (hexachloroethane). The solvent is C(C)#N (acetonitrile). Run at time 5 minute. Product: ClC1=CC=C(C=C1)C1=NN=C(O1)C=1C=CC(=C(C1)O)C (5-[5-(4-chloro-phenyl)-[1,3,4]-oxadiazol-2-yl]-2-methyl-phenol). RXN SMILES: [Cl:1][C:2]1[CH:21]=[CH:20][C:5]([C:6]([NH:8][NH:9][C:10](=[O:19])[C:11]2[CH:16]=[CH:15][C:14]([CH3:17])=[C:13]([OH:18])[CH:12]=2)=O)=[CH:4][CH:3]=1.C(N(C(C)C)CC)(C)C.C1(P(C2C=CC=CC=2)C2C=CC=CC=2)C=CC=CC=1.ClC(Cl)(Cl)C(Cl)(Cl)Cl>C(#N)C>[Cl:1][C:2]1[CH:21]=[CH:20][C:5]([C:6]2[O:19][C:10]([C:11]3[CH:16]=[CH:15][C:14]([CH3:17])=[C:13]([OH:18])[CH:12]=3)=[N:9][N:8]=2)=[CH:4][CH:3]=1. Reported procedure: To a solution of 3-hydroxy-4-methyl-benzoic acid N′-(4-chloro-benzoyl)-hydrazide (1.28 g, 4.20 mmol) (from Example 44 supra) in acetonitrile (20 mL) was added diisopropylethylamine (4.4 mL, 25.2 mmol) and triphenylphosphine (2.21 g, 8.40 mmol). After stirring 5 minutes, hexachloroethane (1.49 g, 6.30 mmol) (Aldrich) was added and the mixture was allowed to stir for 1 day at room temperature. The solvent was evaporated. The residue was partitioned between ethyl acetate and water. The aqueous phas... The reactants are C(#N)C1(CCN(CC1)C1=C2C(C(=O)NC2=O)=CC=C1CC(C)O)C1=CC=CC=C1 (3-(4-cyano-4-phenylpiperidin-1-yl)-(2-hydroxypropyl)phthalimide), NN (hydrazine), CO (methanol). Yields the product C(#N)C1(CCN(CC1)CC(CN)O)C1=CC=CC=C1 (3-(4-Cyano-4-phenylpiperidin-1-yl)-2-hydroxypropylamine). Yield: 94.0%. As a reaction SMILES: [C:1]([C:3]1([C:24]2[CH:29]=[CH:28][CH:27]=[CH:26][CH:25]=2)[CH2:8][CH2:7][N:6]([C:9]2C(CC(O)C)=CC=C3C([NH:14][C:15](=O)[C:10]=23)=O)[CH2:5][CH2:4]1)#[N:2].NN.C[OH:33]>>[C:1]([C:3]1([C:24]2[CH:29]=[CH:28][CH:27]=[CH:26][CH:25]=2)[CH2:8][CH2:7][N:6]([CH2:9][CH:10]([OH:33])[CH2:15][NH2:14])[CH2:5][CH2:4]1)#[N:2]. Procedure: A mixture of 3-(4-cyano-4-phenylpiperidin-1-yl)-(2-hydroxypropyl)phthalimide (10 g, 23.48 mmol) and hydrazine (6.01 g, 188 mmol, 8 eq.) in methanol (100 mL) was stirred and refluxed for 4.5 h. It was cooled, filtered, and the solid was washed with methanol (30 mL). Evaporation of solvent from the filtrate gave the product as a viscous oil (5.53 g, 94%). Starting materials: Cl[Si](C)(C)C (Chlorotrimethylsilane), ClCCCC(=O)C1=CNC2=CC=C(C=C12)C#N (3-(4-chlorobutyryl)-1H-indole-5-carbonitrile), C(C)#N (acetonitrile), C(#N)[BH3-].[Na+] (sodium cyanoborohydride). Run in O (water). Conditions: temperature 0 celsius, time 1 hour. Yields the product ClCCCCC1=CNC2=CC=C(C=C12)C#N (3-(4-Chlorobutyl)-1H-indole-5-carbonitrile). Reaction SMILES: Cl[Si](C)(C)C.[Cl:6][CH2:7][CH2:8][CH2:9][C:10]([C:12]1[C:20]2[C:15](=[CH:16][CH:17]=[C:18]([C:21]#[N:22])[CH:19]=2)[NH:14][CH:13]=1)=O.C(#N)C.C([BH3-])#N.[Na+]>O>[Cl:6][CH2:7][CH2:8][CH2:9][CH2:10][C:12]1[C:20]2[C:15](=[CH:16][CH:17]=[C:18]([C:21]#[N:22])[CH:19]=2)[NH:14][CH:13]=1 |f:3.4|. Procedure: Chlorotrimethylsilane (137 g) was added to a mixture of 3-(4-chlorobutyryl)-1H-indole-5-carbonitrile (50 g) and acetonitrile (750 ml) at 25-30° C. The resulting mixture was cooled to 0° C., followed by portion wise addition of sodium cyanoborohydride (75 g) while maintaining the temperature at 0-5° C. during the time period of 30 minutes to 1 hour. The resulting mass was stirred for 1 hour at the same temperature. The temperature of the reaction mass was then raised to 25-30° C., followed by sti... Reactants: CC1=NN2C(N=C(C=C2C(=O)N)N2CCOCC2)=C1CC1=CC=CC2=CC=CC=C12 (2-methyl-5-(4-morpholinyl)-3-(1-naphthalenylmethyl)pyrazolo[1,5-a]pyrimidine-7-carboxamide), S(=O)(Cl)Cl (thionyl chloride), O (Water), S(=O)(Cl)Cl (thionyl chloride). Run in CN(C=O)C (N,N-Dimethylformamide). Run at time 1 hour. The product is CC1=NN2C(N=C(C=C2C#N)N2CCOCC2)=C1CC1=CC=CC2=CC=CC=C12 (2-methyl-5-(4-morpholinyl)-3-(1-naphthalenylmethyl)pyrazolo[1,5-a]pyrimidine-7-carbonitrile). The yield is 31.4%. RXN SMILES: [CH3:1][C:2]1[C:19]([CH2:20][C:21]2[C:30]3[C:25](=[CH:26][CH:27]=[CH:28][CH:29]=3)[CH:24]=[CH:23][CH:22]=2)=[C:5]2[N:6]=[C:7]([N:13]3[CH2:18][CH2:17][O:16][CH2:15][CH2:14]3)[CH:8]=[C:9]([C:10]([NH2:12])=O)[N:4]2[N:3]=1.S(Cl)(Cl)=O.O>CN(C)C=O>[CH3:1][C:2]1[C:19]([CH2:20][C:21]2[C:30]3[C:25](=[CH:26][CH:27]=[CH:28][CH:29]=3)[CH:24]=[CH:23][CH:22]=2)=[C:5]2[N:6]=[C:7]([N:13]3[CH2:18][CH2:17][O:16][CH2:15][CH2:14]3)[CH:8]=[C:9]([C:10]#[N:12])[N:4]2[N:3]=1. Procedure details: To the solution of 2-methyl-5-(4-morpholinyl)-3-(1-naphthalenylmethyl)pyrazolo[1,5-a]pyrimidine-7-carboxamide (0.2 g, 0.498 mmol) in N,N-Dimethylformamide (DMF) (4 mL) was added thionyl chloride (0.055 mL, 0.747 mmol). The reaction was stirred at rt for 1 h. Additional thionyl chloride (0.055 mL, 0.747 mmol) was added in. The reaction was stirred at rt for 1 h. Water was added in. The solid precipitated. Filtration gave the crude product. The crude was purified on silica column (20˜50% EtOAc/Hex... Product: C1(CCCCC1)NC=1C=C2C(C(=O)NC2=O)=CC1NC1CCCCC1 (4,5-Bis(cyclohexylamino)phthalimide). The solvent is C(CO)O (ethylene glycol). Starting materials: N (ammonia), COC(C=1C(C(=O)OC)=CC(=C(C1)NC1CCCCC1)NC1CCCCC1)=O (4,5-bis(cyclohexylamino)phthalic acid dimethyl ester), [Cl-].[Na+] (sodium chloride). As a reaction SMILES: C[O:2][C:3](=O)[C:4]1[C:5](=[CH:10][C:11]([NH:21][CH:22]2[CH2:27][CH2:26][CH2:25][CH2:24][CH2:23]2)=[C:12]([NH:14][CH:15]2[CH2:20][CH2:19][CH2:18][CH2:17][CH2:16]2)[CH:13]=1)[C:6](OC)=[O:7].[NH3:29].[Cl-].[Na+]>C(O)CO>[CH:15]1([NH:14][C:12]2[CH:13]=[C:4]3[C:3](=[O:2])[NH:29][C:6](=[O:7])[C:5]3=[CH:10][C:11]=2[NH:21][CH:22]2[CH2:27][CH2:26][CH2:25][CH2:24][CH2:23]2)[CH2:16][CH2:17][CH2:18][CH2:19][CH2:20]1 |f:2.3|. Reaction conditions: time 12 hour. Reported procedure: Analogously to Example 1, 194 mg (0.5 mmol) of 4,5-bis(cyclohexylamino)phthalic acid dimethyl ester in 15 ml of ethylene glycol are heated at 120°, ammonia gas being passed through the mixture, with stirring, for 12 hours. The reaction mixture is cooled, saturated with sodium chloride and extracted with ethyl acetate. The ethyl acetate phases are washed in succession three times with water and once with saturated sodium chloride solution, dried with sodium sulfate and concentrated by evaporation...